Dataset: the Open Reaction Database (ORD), a public repository of structured organic reaction records. Task: describe an organic reaction: reactants, conditions, products, and yield Starting materials: CN(C1=C(C(=O)C2=C(C(=O)O)C=CC=C2)C=CC(=C1)N(C)C)C (2-(2,4-bis(dimethylamino)benzoyl)benzoic acid), CN(C1=CC(=CC=C1)N(C)C)C (N,N,N',N'-tetramethyl-m-phenylenediamine), C(C)(=O)OC(C)=O (acetic anhydride), Cl (hydrochloric acid). Procedure: A mixture of crude 2-(2,4-bis(dimethylamino)benzoyl)benzoic acid (7 g.), N,N,N',N'-tetramethyl-m-phenylenediamine (1.64 g.) and acetic anhydride was warmed (at 25°-35° C.) during two to three hours, then poured into dilute hydrochloric acid (10%). The resulting mixture was basified and filtered with a filter aid. The filter cake was extracted with hot toluene. Dilution of the toluene extract with hexane afforded 3,3-bis(2,4-bis(dimethylamino)phenyl)phthalide (I: X=Y2 =Y4 =(CH3)2N, Z4 =Z5 =Z6 =Z7... Product: CN(C1=C(C=CC(=C1)N(C)C)C1(OC(=O)C2=CC=CC=C12)C1=C(C=C(C=C1)N(C)C)N(C)C)C (3,3-bis(2,4-bis(dimethylamino)phenyl)phthalide). As a reaction SMILES: [CH3:1][N:2]([CH3:23])[C:3]1[CH:19]=[C:18]([N:20]([CH3:22])[CH3:21])[CH:17]=[CH:16][C:4]=1[C:5]([C:7]1[CH:15]=[CH:14][CH:13]=[CH:12][C:8]=1[C:9]([OH:11])=O)=[O:6].[CH3:24][N:25]([CH3:35])[C:26]1[CH:31]=[CH:30][CH:29]=[C:28]([N:32]([CH3:34])[CH3:33])[CH:27]=1.C(OC(=O)C)(=O)C.Cl>>[CH3:33][N:32]([CH3:34])[C:28]1[CH:27]=[C:26]([N:25]([CH3:35])[CH3:24])[CH:31]=[CH:30][C:29]=1[C:5]1([C:4]2[CH:16]=[CH:17][C:18]([N:20]([CH3:22])[CH3:21])=[CH:19][C:3]=2[N:2]([CH3:1])[CH3:23])[C:7]2[C:8](=[CH:12][CH:13]=[CH:14][CH:15]=2)[C:9](=[O:11])[O:6]1. Starting materials: CC1(C)OC(=O)CC(=O)O1, CN(C)C=O, CCOC(C)=O, CCO, O=Cc1cccc([N+](=O)[O-])c1. The product is CC1(C)OC(=O)C(=Cc2cccc([N+](=O)[O-])c2)C(=O)O1. RXN SMILES: [CH3:12][C:13]1([CH3:21])[O:14][C:15](=[O:20])[CH2:16][C:17](=[O:19])[O:18]1.[CH3:22][N:23]([CH3:24])[CH:25]=[O:26].[CH3:27][CH2:28][O:29][C:30](=[O:31])[CH3:32].[CH3:33][CH2:34][OH:35].[N+:1](=[O:2])([O-:3])[c:4]1[cH:5][c:6]([CH:7]=[O:8])[cH:9][cH:10][cH:11]1>>[N+:1](=[O:2])([O-:3])[c:4]1[cH:5][c:6]([CH:7]=[C:16]2[C:15](=[O:20])[O:14][C:13]([CH3:12])([CH3:21])[O:18][C:17]2=[O:19])[cH:9][cH:10][cH:11]1. Reactants: FC(C1=CC2=C(SC(=C2)C(=O)O)C=C1)(F)F (5-(trifluoromethyl)benzo[b]thiophene-2-carboxylic acid), C(C)(C)N (isopropylamine). Run in O1CCCC1 (tetrahydrofuran). Reaction conditions: time 1 hour. The product is FC(C1=CC2=C(SC(=C2)C(=O)[O-])C=C1)(F)F.C(C)(C)[NH3+] (isopropylammonium 5-(trifluoromethyl)benzo[b]thiophene-2-carboxylate). Yield: 100.0%. Reaction SMILES: [F:1][C:2]([F:16])([F:15])[C:3]1[CH:14]=[CH:13][C:6]2[S:7][C:8]([C:10]([OH:12])=[O:11])=[CH:9][C:5]=2[CH:4]=1.[CH:17]([NH2:20])([CH3:19])[CH3:18]>O1CCCC1>[F:16][C:2]([F:1])([F:15])[C:3]1[CH:14]=[CH:13][C:6]2[S:7][C:8]([C:10]([O-:12])=[O:11])=[CH:9][C:5]=2[CH:4]=1.[CH:17]([NH3+:20])([CH3:19])[CH3:18] |f:3.4|. Procedure: A mixture of 300 mg of 5-(trifluoromethyl)benzo[b]thiophene-2-carboxylic acid, 80 mg of isopropylamine and 10 ml of tetrahydrofuran was stirred at room temperature for 1 hour. The reaction mixture was concentrated under reduced pressure to obtain 372 mg of isopropylammonium 5-(trifluoromethyl)benzo[b]thiophene-2-carboxylate (hereinafter referred to as “the present compound 7”). The reactants are C(=O)(O)C12CCC(CC1)(CC2)NCC(=O)N2[C@@H](C[C@@H](C2)F)C#N ((2S,4S)-1-[[N-(4-carboxybicyclo[2.2.2]oct-1-yl)amino]acetyl]-4-fluoropyrrolidine-2-carbonitrile), NC=1SC(=NN1)CC (2-amino-5-ethyl-1,3,4-thiadiazole). Yields the product C(C)C1=NN=C(S1)NC(=O)C12CCC(CC1)(CC2)NCC(=O)N2[C@@H](C[C@@H](C2)F)C#N ((2S,4S)-1-[[N-[4-[N-(5-ethyl-1,3,4-thiadiazol-2-yl)amino]carbonylbicyclo[2.2.2]oct-1-yl]amino]acetyl]-4-fluoropyrrolidine-2-carbonitrile). Yield: 51.8%. RXN SMILES: [C:1]([C:4]12[CH2:11][CH2:10][C:7]([NH:12][CH2:13][C:14]([N:16]3[CH2:20][C@@H:19]([F:21])[CH2:18][C@H:17]3[C:22]#[N:23])=[O:15])([CH2:8][CH2:9]1)[CH2:6][CH2:5]2)(O)=[O:2].[NH2:24][C:25]1[S:26][C:27]([CH2:30][CH3:31])=[N:28][N:29]=1>>[CH2:30]([C:27]1[S:26][C:25]([NH:24][C:1]([C:4]23[CH2:11][CH2:10][C:7]([NH:12][CH2:13][C:14]([N:16]4[CH2:20][C@@H:19]([F:21])[CH2:18][C@H:17]4[C:22]#[N:23])=[O:15])([CH2:6][CH2:5]2)[CH2:8][CH2:9]3)=[O:2])=[N:29][N:28]=1)[CH3:31]. Procedure: In a similar manner to Example 87, (2S,4S)-1-[[N-(4-carboxybicyclo[2.2.2]oct-1-yl)amino]acetyl]-4-fluoropyrrolidine-2-carbonitrile (50.0 mg) and 2-amino-5-ethyl-1,3,4-thiadiazole (43.9 mg) were used to obtain (2S,4S)-1-[[N-[4-[N-(5-ethyl-1,3,4-thiadiazol-2-yl)amino]carbonylbicyclo[2.2.2]oct-1-yl]amino]acetyl]-4-fluoropyrrolidine-2-carbonitrile (34.8 mg). Reactants: CO, NN, O=C1c2ccccc2C(=O)N1CCN1C(=O)C2(COc3cc4c(cc32)OCO4)c2ccccc21. Yields the product NCCN1C(=O)C2(COc3cc4c(cc32)OCO4)c2ccccc21. Reaction SMILES: [CH3:37][OH:38].[NH2:35][NH2:36].[O:1]=[C:2]1[N:3]([CH2:22][CH2:23][N:24]2[C:25](=[O:26])[c:27]3[c:28]([cH:29][cH:30][cH:31][cH:32]3)[C:33]2=[O:34])[c:4]2[cH:5][cH:6][cH:7][cH:8][c:9]2[C:10]12[CH2:11][O:12][c:13]1[c:14]2[cH:15][c:16]2[c:17]([cH:21]1)[O:18][CH2:19][O:20]2>>[O:1]=[C:2]1[N:3]([CH2:22][CH2:23][NH2:24])[c:4]2[cH:5][cH:6][cH:7][cH:8][c:9]2[C:10]12[CH2:11][O:12][c:13]1[c:14]2[cH:15][c:16]2[c:17]([cH:21]1)[O:18][CH2:19][O:20]2. Starting materials: N(=[N+]=[N-])C[C@@H]1CN(C(O1)=O)C1=CC(=C(C(=C1)F)C=1CCS(CC1)(=O)=O)F ((5S)-5-(Azidomethyl)-3-[4-(1,1-dioxo-3,6-dihydro-2H-thiopyran-4-yl)-3,5-difluorophenyl]-1,3-oxazolidin-2-one), C1(=CC=CC=C1)P(C1=CC=CC=C1)C1=CC=CC=C1 (Triphenylphosphine). The solvent is O (water), C(C)#N (acetonitrile). Conditions: time 2 hour. Product: O=S1(CCC(=CC1)C1=C(C=C(C=C1F)N1C(O[C@H](C1)CN)=O)F)=O ((5S)-3-[4-(1,1-Dioxo-3,6-dihydro-2H-thiopyran-4-yl)-3,5-difluorophenyl]-5-(aminomethyl)-oxazolidin-2-one). RXN SMILES: [N:1]([CH2:4][C@H:5]1[O:9][C:8](=[O:10])[N:7]([C:11]2[CH:16]=[C:15]([F:17])[C:14]([C:18]3[CH2:19][CH2:20][S:21](=[O:25])(=[O:24])[CH2:22][CH:23]=3)=[C:13]([F:26])[CH:12]=2)[CH2:6]1)=[N+]=[N-].C1(P(C2C=CC=CC=2)C2C=CC=CC=2)C=CC=CC=1>O.C(#N)C>[O:25]=[S:21]1(=[O:24])[CH2:20][CH:19]=[C:18]([C:14]2[C:15]([F:17])=[CH:16][C:11]([N:7]3[CH2:6][C@H:5]([CH2:4][NH2:1])[O:9][C:8]3=[O:10])=[CH:12][C:13]=2[F:26])[CH2:23][CH2:22]1. Procedure: (5S)-5-(Azidomethyl)-3-[4-(1,1-dioxo-3,6-dihydro-2H-thiopyran-4-yl)-3,5-difluorophenyl]-1,3-oxazolidin-2-one (WO 01/81350 A1) (7 g, 18.2 mmol) was dissolved in water (15 ml) and acetonitrile (150 ml). Triphenylphosphine (5.73 g, 21.9 mmol) was added and the resulting mixture was stirred at room temperature for 2 hours. The solvent was evaporated and the residue purified by flash column chromatography on silica gel with 5% methanol in dichloromethane. The fractions containing product were evapora...